This data is from the Open Reaction Database (ORD), a public repository of structured organic reaction records. The task is: describe an organic reaction: reactants, conditions, products, and yield Starting materials: CS(=O)(=O)Cl (Methanesulfonyl chloride), N1=CC=CC=C1 (pyridine), CN(C)CC1CNC2=CC(=CC=C2C1)NC(=O)C1=CC=C(C=C1)C1=CC=CC=C1 (N-[3-[(N,N-dimethylamino)methyl]-1,2,3,4-tetrahydro-7-quinolinyl]-4-biphenylcarboxamide), CS(=O)(=O)Cl (methanesulfonyl chloride), C([O-])([O-])=O.[K+].[K+] (potassium carbonate). Run in C(C)(=O)OCC (ethyl acetate). Conditions: time 1 hour. Product: CN(C)CC1CN(C2=CC(=CC=C2C1)NC(=O)C1=CC=C(C=C1)C1=CC=CC=C1)S(=O)(=O)C (N-[3-[(N,N-Dimethylamino)methyl]-1-methylsulfonyl-1,2,3,4-tetrahydro-7-quinolinyl]-4-biphenylylcarboxamide). As a reaction SMILES: [CH3:1][S:2](Cl)(=[O:4])=[O:3].N1C=CC=CC=1.[CH3:12][N:13]([CH2:15][CH:16]1[CH2:25][C:24]2[C:19](=[CH:20][C:21]([NH:26][C:27]([C:29]3[CH:34]=[CH:33][C:32]([C:35]4[CH:40]=[CH:39][CH:38]=[CH:37][CH:36]=4)=[CH:31][CH:30]=3)=[O:28])=[CH:22][CH:23]=2)[NH:18][CH2:17]1)[CH3:14].C(=O)([O-])[O-].[K+].[K+]>C(OCC)(=O)C>[CH3:14][N:13]([CH2:15][CH:16]1[CH2:25][C:24]2[C:19](=[CH:20][C:21]([NH:26][C:27]([C:29]3[CH:30]=[CH:31][C:32]([C:35]4[CH:40]=[CH:39][CH:38]=[CH:37][CH:36]=4)=[CH:33][CH:34]=3)=[O:28])=[CH:22][CH:23]=2)[N:18]([S:2]([CH3:1])(=[O:4])=[O:3])[CH2:17]1)[CH3:12] |f:3.4.5|. Reported procedure: Methanesulfonyl chloride (0.02 ml) was added to pyridine solution (1 ml) of N-[3-[(N,N-dimethylamino)methyl]-1,2,3,4-tetrahydro-7-quinolinyl]-4-biphenylcarboxamide (80 mg) under ice-cooling, which was stirred at room temperature for 1 hour. Further, methanesulfonyl chloride (0.02 ml) was added to the reaction mixture under ice-cooling, which was stirred at room temperature for 12 hours. 10% aqueous potassium carbonate solution was added to the reaction mixture, and extraction was conducted using... Reactants: CC1=C(O[C@H]2[C@@H](CN(C2)CC2=CC=CC=C2)O)C=CC=C1C (trans-4-(2,3-dimethylphenoxy)-1-phenylmethyl-3-pyrrolidinol), Br (hydrobromide), [H][H] (hydrogen). The reagents and catalysts are [Pd] (palladium-on-charcoal). Solvent: C(C)O (ethanol). Product: Br.CC1=C(O[C@H]2[C@@H](CNC2)O)C=CC=C1C (Trans-4-(2,3-dimethylphenoxy)-3-pyrrolidinol Hydrobromide). Yield: 55.0%. Reaction SMILES: [CH3:1][C:2]1[C:21]([CH3:22])=[CH:20][CH:19]=[CH:18][C:3]=1[O:4][C@@H:5]1[CH2:9][N:8](CC2C=CC=CC=2)[CH2:7][C@H:6]1[OH:17].[H][H].[BrH:25]>C(O)C.[Pd]>[BrH:25].[CH3:1][C:2]1[C:21]([CH3:22])=[CH:20][CH:19]=[CH:18][C:3]=1[O:4][C@@H:5]1[CH2:9][NH:8][CH2:7][C@H:6]1[OH:17] |f:5.6|. Procedure details: A solution of 9.1 g. (0.031 mole) of trans-4-(2,3-dimethylphenoxy)-1-phenylmethyl-3-pyrrolidinol in 100 liters of ethanol was hydrogenated over 10% palladium-on-charcoal at 50 psi and 60° C. until hydrogen uptake ceased. The mixture was filtered through Celite and the filtrate was concentrated to give an oil as residue which solidified upon standing. The solid was converted to the hydrobromide and this salt was recrystallized from isopropyl alcohol-ethylacetate-diethylether to yield 4.9 g (55%) ... The reactants are Cl.C(C)(C)O.O (hydrochloric acid isopropanol water), FC1=CC=C(C=C1)N1C(C(OC2=C1C=CC(=C2)N(S(=O)(=O)C)S(=O)(=O)C)(C)C)=O (N-[4-(4-fluorophenyl)-2,2-dimethyl-3-oxo-3,4-dihydro-2H-1,4-benzoxazin-7-yl]-N-(methylsulfonyl)methanesulfonamide), CC1(OC2=C(NC1=O)C=CC(=C2)N(S(=O)(=O)C)S(=O)(=O)C)C (N-(2,2-dimethyl-3-oxo-3,4-dihydro-2H-1,4-benzoxazin-7-yl)-N-(methylsulfonyl)methanesulfonamide), [OH-].[Na+] (sodium hydroxide). Run in C(C)(C)O (isopropanol). Conditions: time 8 hour. Yields the product FC1=CC=C(C=C1)N1C(C(OC2=C1C=CC(=C2)NS(=O)(=O)C)(C)C)=O (N-[4-(4-fluorophenyl)-2,2-dimethyl-3-oxo-3,4-dihydro-2H-1,4-benzoxazin-7-yl]methanesulfonamide). Yield: 94.7%. RXN SMILES: [F:1][C:2]1[CH:7]=[CH:6][C:5]([N:8]2[C:13]3[CH:14]=[CH:15][C:16]([N:18](S(C)(=O)=O)[S:19]([CH3:22])(=[O:21])=[O:20])=[CH:17][C:12]=3[O:11][C:10]([CH3:28])([CH3:27])[C:9]2=[O:29])=[CH:4][CH:3]=1.[OH-].[Na+].CC1(C)C(=O)NC2C=CC(N(S(C)(=O)=O)S(C)(=O)=O)=CC=2O1.Cl.C(O)(C)C.O>C(O)(C)C>[F:1][C:2]1[CH:3]=[CH:4][C:5]([N:8]2[C:13]3[CH:14]=[CH:15][C:16]([NH:18][S:19]([CH3:22])(=[O:20])=[O:21])=[CH:17][C:12]=3[O:11][C:10]([CH3:27])([CH3:28])[C:9]2=[O:29])=[CH:6][CH:7]=1 |f:1.2,4.5.6|. Reported procedure: To a suspension of N-[4-(4-fluorophenyl)-2,2-dimethyl-3-oxo-3,4-dihydro-2H-1,4-benzoxazin-7-yl]-N-(methylsulfonyl)methanesulfonamide (1 g) in isopropanol (3 mL) was added dropwise an aqueous sodium hydroxide solution (0.18 g/3 mL) at 25° C., then isopropanol/water (1:1.2 mL) was added thereto, and the mixture was stirred overnight at the same temperature. To the reaction mixture was added dropwise concentrated hydrochloric acid/isopropanol/water (0.24 g/0.5 mL/0.35 mL) at 25° C., and the mixture... Starting materials: O=C([O-])[O-], COCCOCCl, Cc1cc(C(=O)O)c(C)o1, [K+], [K+], CN(C)C=O, O. The product is COCCOCOC(=O)c1cc(C)oc1C. RXN SMILES: [C:11](=[O:12])([O-:13])[O-:14].[CH3:17][O:18][CH2:19][CH2:20][O:21][CH2:22][Cl:23].[CH3:1][c:2]1[o:3][c:4]([CH3:10])[cH:5][c:6]1[C:7](=[O:8])[OH:9].[K+:15].[K+:16].[O:24]=[CH:25][N:26]([CH3:27])[CH3:28].[OH2:29]>>[CH3:1][c:2]1[o:3][c:4]([CH3:10])[cH:5][c:6]1[C:7]([O:8][CH2:22][O:21][CH2:20][CH2:19][O:18][CH3:17])=[O:9]. The reactants are COC(=O)c1ccc2cccnc2c1, [Li+], C1CCOC1, [OH-], O, O. The product is O=C(O)c1ccc2cccnc2c1. Reaction SMILES: [CH3:4][O:5][C:6](=[O:7])[c:8]1[cH:9][cH:10][c:11]2[cH:12][cH:13][cH:14][n:15][c:16]2[cH:17]1.[Li+:3].[O:19]1[CH2:20][CH2:21][CH2:22][CH2:23]1.[OH-:2].[OH2:18].[OH2:1]>>[O:5]=[C:6]([OH:7])[c:8]1[cH:9][cH:10][c:11]2[cH:12][cH:13][cH:14][n:15][c:16]2[cH:17]1.